From a dataset of the Open Reaction Database (ORD), a public repository of structured organic reaction records. describe an organic reaction: reactants, conditions, products, and yield Starting materials: O=C(Cl)c1ccc(Cl)cc1, COC(=O)c1ccc(CN2CCNCC2)cc1, O, c1ccncc1. Yields the product COC(=O)c1ccc(CN2CCN(C(=O)c3ccc(Cl)cc3)CC2)cc1. As a reaction SMILES: [Cl:24][C:25](=[O:26])[c:27]1[cH:28][cH:29][c:30]([Cl:31])[cH:32][cH:33]1.[N:1]1([CH2:7][c:8]2[cH:9][cH:10][c:11]([C:12](=[O:13])[O:14][CH3:15])[cH:16][cH:17]2)[CH2:2][CH2:3][NH:4][CH2:5][CH2:6]1.[OH2:34].[cH:18]1[cH:19][cH:20][n:21][cH:22][cH:23]1>>[N:1]1([CH2:7][c:8]2[cH:9][cH:10][c:11]([C:12](=[O:13])[O:14][CH3:15])[cH:16][cH:17]2)[CH2:2][CH2:3][N:4]([C:25](=[O:26])[c:27]2[cH:28][cH:29][c:30]([Cl:31])[cH:32][cH:33]2)[CH2:5][CH2:6]1. Starting materials: COC=1C=C(C(=O)OC)C=CC1CC1=CN(C2=CC=C(C=C12)[N+](=O)[O-])CC (methyl 3-methoxy-4-(1-ethyl-5-nitroindol-3-ylmethyl)benzoate). Reagents/catalysts: [Pd] (palladium-on-carbon). Solvent: O1CCCC1 (tetrahydrofuran). The product is NC=1C=C2C(=CN(C2=CC1)CC)CC1=C(C=C(C(=O)OC)C=C1)OC (methyl 4-(5-amino-1-ethylindol-3-ylmethyl)-3-methoxybenzoate). Isolated yield 100.5%. RXN SMILES: [CH3:1][O:2][C:3]1[CH:4]=[C:5]([CH:10]=[CH:11][C:12]=1[CH2:13][C:14]1[C:22]2[C:17](=[CH:18][CH:19]=[C:20]([N+:23]([O-])=O)[CH:21]=2)[N:16]([CH2:26][CH3:27])[CH:15]=1)[C:6]([O:8][CH3:9])=[O:7]>O1CCCC1.[Pd]>[NH2:23][C:20]1[CH:21]=[C:22]2[C:17](=[CH:18][CH:19]=1)[N:16]([CH2:26][CH3:27])[CH:15]=[C:14]2[CH2:13][C:12]1[CH:11]=[CH:10][C:5]([C:6]([O:8][CH3:9])=[O:7])=[CH:4][C:3]=1[O:2][CH3:1]. Procedure: A solution of ester (G) (4.80 g) in tetrahydrofuran (75 ml) was hydrogenated in the presence of palladium-on-carbon (10% w/w; 0.25 g), at 3.45 bar for 2 hours. The catalyst was removed by filtration through diatomaceous earth and the filtrate was evaporated. The residual oil was purified by flash chromatography to give methyl 4-(5-amino-1-ethylindol-3-ylmethyl)-3-methoxybenzoate (H) as an amber oil (4.43 g, 100%); TLC, silica gel, Rf =0.23, hexane:ethyl acetate (6:4 v/v). Reactants: COC(=O)C=Cc1cccc(NS(=O)(=O)C=Cc2ccccc2)c1, CO. Yields the product O=C(O)C=Cc1cccc(NS(=O)(=O)C=Cc2ccccc2)c1. As a reaction SMILES: [CH3:1][O:2][C:3]([CH:4]=[CH:5][c:6]1[cH:7][c:8]([NH:12][S:13](=[O:14])(=[O:15])[CH:16]=[CH:17][c:18]2[cH:19][cH:20][cH:21][cH:22][cH:23]2)[cH:9][cH:10][cH:11]1)=[O:24].[CH3:25][OH:26]>>[O:2]=[C:3]([CH:4]=[CH:5][c:6]1[cH:7][c:8]([NH:12][S:13](=[O:14])(=[O:15])[CH:16]=[CH:17][c:18]2[cH:19][cH:20][cH:21][cH:22][cH:23]2)[cH:9][cH:10][cH:11]1)[OH:24].